From a dataset of the Open Reaction Database (ORD), a public repository of structured organic reaction records. describe an organic reaction: reactants, conditions, products, and yield Starting materials: C(#N)C1(CCN(CC1)C(=O)OC(C)(C)C)CC(C)C (tert-butyl 4-cyano-4-isobutylpiperidine-1-carboxylate), Cl (HCl), O1CCOCC1 (dioxane). Run in C(C)OCC (diethyl ether). Run at time 8 hour. The product is [Cl-].C(#N)C1(CC[NH2+]CC1)CC(C)C (4-cyano-4-isobutylpiperidinium chloride), Cl (HCl). Reaction SMILES: [C:1]([C:3]1([CH2:16][CH:17]([CH3:19])[CH3:18])[CH2:8][CH2:7][N:6](C(OC(C)(C)C)=O)[CH2:5][CH2:4]1)#[N:2].[ClH:20].O1CCOCC1>C(OCC)C>[Cl-:20].[C:1]([C:3]1([CH2:16][CH:17]([CH3:19])[CH3:18])[CH2:8][CH2:7][NH2+:6][CH2:5][CH2:4]1)#[N:2].[ClH:20] |f:4.5|. Procedure: In a round bottom flask was placed tert-butyl 4-cyano-4-isobutylpiperidine-1-carboxylate (2, 17 g, 63.8 mmol) and diethyl ether (200 mL). To the flask was added HCl in dioxane (4M, 2.327 g, 63.8 mmol) and the solution stirred overnight. A fine white solid formed in suspension and was filtered with a medium frit to give 4-cyano-4-isobutylpiperidinium chloride (3) as an HCl salt in quantitative yield after washing with diethyl ether (3×50 ml). MS 167 (M+1) Reactants: [OH-].[Na+] (sodium hydroxide), ClCCl (dichloromethane), C(C)OC(=O)[C@H]1CN(CCC1)CCCOC=C(C1=CC=CC=C1)C1=CC=CC=C1 ((R)-1-[3-[[2,2-Diphenylethenyl]oxy]propyl]-3-piperidine carboxylic acid ethyl ester), Cl (hydrochloric acid). Solvent: C(C)O (ethanol), CC(=O)C (acetone). Run at time 2 hour. Product: Cl.C1(=CC=CC=C1)C(=COCCCN1C[C@@H](CCC1)C(=O)O)C1=CC=CC=C1 ((R)-1-[3-[[2,2-Diphenylethenyl]oxy]propyl]-3-piperidine carboxylic acid hydrochloride). Yield: 50.0%. As a reaction SMILES: C([O:3][C:4]([C@@H:6]1[CH2:11][CH2:10][CH2:9][N:8]([CH2:12][CH2:13][CH2:14][O:15][CH:16]=[C:17]([C:24]2[CH:29]=[CH:28][CH:27]=[CH:26][CH:25]=2)[C:18]2[CH:23]=[CH:22][CH:21]=[CH:20][CH:19]=2)[CH2:7]1)=[O:5])C.[OH-].[Na+].Cl.[Cl:33]CCl>C(O)C.CC(C)=O>[ClH:33].[C:24]1([C:17]([C:18]2[CH:23]=[CH:22][CH:21]=[CH:20][CH:19]=2)=[CH:16][O:15][CH2:14][CH2:13][CH2:12][N:8]2[CH2:9][CH2:10][CH2:11][C@@H:6]([C:4]([OH:5])=[O:3])[CH2:7]2)[CH:25]=[CH:26][CH:27]=[CH:28][CH:29]=1 |f:1.2,7.8|. Procedure: (R)-1-[3-[[2,2-Diphenylethenyl]oxy]propyl]-3-piperidine carboxylic acid ethyl ester (0.60 g, 0.0015 mol) (prepared as described in Method A) was dissolved in ethanol (5 ml) and 12N sodium hydroxide solution (0.4 ml) was introduced. After stirring the solution at room temperature for 2 h, 37% hydrochloric acid (ca. 0.52 ml) was added with cooling followed by dichloromethane (250 ml). The mixture was dried (Na2SO4). Filtration and evaporation of the filtrate gave a residue, which was co-evaporated... Reactants: BrC=1C=CC2=C(C(=NCC(=N2)NN)C2=CC=CC=C2)C1 (7-bromo-2-hydrazino-5-phenyl-3H-1,4-benzodiazepine), C1(=CC=CC=C1)S(=O)(=O)OCC(C)=O (2-oxopropyl benzenesulfonate). Product: BrC=1C=CC2=C(C(=NCC(=N2)NN=C(CO)C)C2=CC=CC=C2)C1 (7-bromo-2-[(2-hydroxy-1-methylethylidene) hydrazino]-5-phenyl-3H-1,4-benzodiazepine), C1(=CC=CC=C1)S(=O)(=O)[O-] (benzenesulfonate). As a reaction SMILES: [Br:1][C:2]1[CH:3]=[CH:4][C:5]2[N:11]=[C:10]([NH:12][NH2:13])[CH2:9][N:8]=[C:7]([C:14]3[CH:19]=[CH:18][CH:17]=[CH:16][CH:15]=3)[C:6]=2[CH:20]=1.[C:21]1([S:27]([O:30][CH2:31][C:32](=O)[CH3:33])(=[O:29])=[O:28])[CH:26]=[CH:25][CH:24]=[CH:23][CH:22]=1>>[Br:1][C:2]1[CH:3]=[CH:4][C:5]2[N:11]=[C:10]([NH:12][N:13]=[C:32]([CH3:33])[CH2:31][OH:30])[CH2:9][N:8]=[C:7]([C:14]3[CH:19]=[CH:18][CH:17]=[CH:16][CH:15]=3)[C:6]=2[CH:20]=1.[C:21]1([S:27]([O-:30])(=[O:29])=[O:28])[CH:26]=[CH:25][CH:24]=[CH:23][CH:22]=1. Procedure details: In the manner given in Example 1, 7-bromo-2-hydrazino-5-phenyl-3H-1,4-benzodiazepine can be reacted with 2-oxopropyl benzenesulfonate to give 7-bromo-2-[(2-hydroxy-1-methylethylidene) hydrazino]-5-phenyl-3H-1,4-benzodiazepine, benzenesulfonate (ester). Reactants: IC1=CN(C2=NC=CC=C21)C (3-iodo-1-methyl-1H-pyrrolo[2,3-b]pyridine), C1(=CC=CC=C1)S(=O)(=O)N1C=C(C=2C1=CN=CC2)I (1-benzenesulfonyl-3-iodo-1H-pyrrolo[2,3-c]pyridine). Procedure details: Analogously to Example 5, 3-iodo-1-methyl-1H-pyrrolo[2,3-b]pyridine is reacted with 1-benzenesulfonyl-3-iodo-1H-pyrrolo[2,3-c]pyridine to give 1-benzenesulfonyl-3-(1-methyl-1H-pyrrolo[2,3-b]pyridin-3-yl)-1H-pyrrolo-[2,3-c]pyridine. Reaction SMILES: I[C:2]1[C:10]2[C:5](=[N:6][CH:7]=[CH:8][CH:9]=2)[N:4]([CH3:11])[CH:3]=1.[C:12]1([S:18]([N:21]2[C:25]3=[CH:26][N:27]=[CH:28][CH:29]=[C:24]3[C:23](I)=[CH:22]2)(=[O:20])=[O:19])[CH:17]=[CH:16][CH:15]=[CH:14][CH:13]=1>>[C:12]1([S:18]([N:21]2[C:25]3=[CH:26][N:27]=[CH:28][CH:29]=[C:24]3[C:23]([C:2]3[C:10]4[C:5](=[N:6][CH:7]=[CH:8][CH:9]=4)[N:4]([CH3:11])[CH:3]=3)=[CH:22]2)(=[O:20])=[O:19])[CH:17]=[CH:16][CH:15]=[CH:14][CH:13]=1. Product: C1(=CC=CC=C1)S(=O)(=O)N1C=C(C=2C1=CN=CC2)C2=CN(C1=NC=CC=C12)C (1-benzenesulfonyl-3-(1-methyl-1H-pyrrolo[2,3-b]pyridin-3-yl)-1H-pyrrolo-[2,3-c]pyridine). Product: Cl.FC1=CC=C(C=C1)C1=CC=C(C=N1)[C@H]1[C@@H](C1)C(=O)Cl (trans-2-[6-(4-Fluoro-phenyl)-pyridin-3-yl]-cyclopropanecarboxylic acid chloride hydrochloride). Procedure: 200 mg (0.78 mmol) of trans-2-[6-(4-fluoro-phenyl)-pyridin-3-yl]-cyclopropanecarboxylic acid were dissolved in 5 ml of thionyl chloride and heated under reflux for 3 h. The mixture was evaporated to dryness. The residual oil was used in the next step without further purification. The reactants are FC1=CC=C(C=C1)C1=CC=C(C=N1)[C@H]1[C@@H](C1)C(=O)O (trans-2-[6-(4-fluoro-phenyl)-pyridin-3-yl]-cyclopropanecarboxylic acid), S(=O)(Cl)Cl (thionyl chloride). RXN SMILES: [F:1][C:2]1[CH:7]=[CH:6][C:5]([C:8]2[N:13]=[CH:12][C:11]([C@@H:14]3[CH2:16][C@H:15]3[C:17]([OH:19])=O)=[CH:10][CH:9]=2)=[CH:4][CH:3]=1.S(Cl)([Cl:22])=O>>[ClH:22].[F:1][C:2]1[CH:7]=[CH:6][C:5]([C:8]2[N:13]=[CH:12][C:11]([C@@H:14]3[CH2:16][C@H:15]3[C:17]([Cl:22])=[O:19])=[CH:10][CH:9]=2)=[CH:4][CH:3]=1 |f:2.3|. The reactants are N#CC1(NC(=O)C(CC2CCCCC2)NC(=O)N2CCOCC2)CCN(C(=O)OCc2ccccc2)C1, CO, CCO, ClCCl. Product: N#CC1(NC(=O)C(CC2CCCCC2)NC(=O)N2CCOCC2)CCNC1. RXN SMILES: [CH2:1]([O:2][C:3](=[O:4])[N:11]1[CH2:12][C:13]([NH:16][C:17]([CH:18]([CH2:19][CH:20]2[CH2:21][CH2:22][CH2:23][CH2:24][CH2:25]2)[NH:26][C:27](=[O:28])[N:29]2[CH2:30][CH2:31][O:32][CH2:33][CH2:34]2)=[O:35])([C:36]#[N:37])[CH2:14][CH2:15]1)[c:5]1[cH:6][cH:7][cH:8][cH:9][cH:10]1.[CH3:38][OH:39].[CH3:40][CH2:41][OH:42].[Cl:43][CH2:44][Cl:45]>>[NH:11]1[CH2:12][C:13]([NH:16][C:17]([CH:18]([CH2:19][CH:20]2[CH2:21][CH2:22][CH2:23][CH2:24][CH2:25]2)[NH:26][C:27](=[O:28])[N:29]2[CH2:30][CH2:31][O:32][CH2:33][CH2:34]2)=[O:35])([C:36]#[N:37])[CH2:14][CH2:15]1. Reactants: ClC=1SC(=C(N1)C1=NC=CC(=N1)N1CCCCC1)C(=O)OC (methyl 2-chloro-4-[4-(piperidin-1-yl)pyrimidin-2-yl]-1,3-thiazole-5-carboxylate), ClC=1SC(=C(N1)C1=NC=CC(=N1)N1CCCCC1)C(=O)OC (methyl 2-chloro-4-[4-(piperidin-1-yl)pyrimidin-2-yl]-1,3-thiazole-5-carboxylate), C(C)(C)N(C(C)C)CC (N,N-diisopropyl ethylamine), ClC1=C(NC(=C1Cl)C)C(=O)N[C@H]1[C@H](CNCC1)OC (3,4-dichloro-N-[(3S,4R)-3-methoxypiperidin-4-yl]-5-methyl-1H-pyrrole-2-carboxamide). Solvent: CN1C(CCC1)=O (N-methylpyrrolidinone), O (water). Reaction conditions: temperature 90 celsius, time 1 hour. The product is ClC1=C(NC(=C1Cl)C)C(=O)N[C@H]1[C@H](CN(CC1)C=1SC(=C(N1)C1=NC=CC(=N1)N1CCCCC1)C(=O)OC)OC (methyl 2-[(3S,4R)-4-{[(3,4-dichloro-5-methyl-1H-pyrrol-2-yl)carbonyl]amino}-3-methoxypiperidin-1-yl]-4-[4-(piperidin-1-yl)pyrimidin-2-yl]-1,3-thiazole-5-carboxylate). Isolated yield 71.9%. RXN SMILES: Cl[C:2]1[S:3][C:4]([C:19]([O:21][CH3:22])=[O:20])=[C:5]([C:7]2[N:12]=[C:11]([N:13]3[CH2:18][CH2:17][CH2:16][CH2:15][CH2:14]3)[CH:10]=[CH:9][N:8]=2)[N:6]=1.C(N(CC)C(C)C)(C)C.[Cl:32][C:33]1[C:37]([Cl:38])=[C:36]([CH3:39])[NH:35][C:34]=1[C:40]([NH:42][C@@H:43]1[CH2:48][CH2:47][NH:46][CH2:45][C@@H:44]1[O:49][CH3:50])=[O:41]>CN1CCCC1=O.O>[Cl:32][C:33]1[C:37]([Cl:38])=[C:36]([CH3:39])[NH:35][C:34]=1[C:40]([NH:42][C@@H:43]1[CH2:48][CH2:47][N:46]([C:2]2[S:3][C:4]([C:19]([O:21][CH3:22])=[O:20])=[C:5]([C:7]3[N:12]=[C:11]([N:13]4[CH2:18][CH2:17][CH2:16][CH2:15][CH2:14]4)[CH:10]=[CH:9][N:8]=3)[N:6]=2)[CH2:45][C@@H:44]1[O:49][CH3:50])=[O:41]. Reported procedure: To a stirred solution of methyl 2-chloro-4-[4-(piperidin-1-yl)pyrimidin-2-yl]-1,3-thiazole-5-carboxylate (Intermediate 67, 30 mg, 0.08 mmol) in N-methylpyrrolidinone (0.5 mL), N,N-diisopropyl ethylamine (23 mg, 0.18 mmol) and 3,4-dichloro-N-[(3S,4R)-3-methoxypiperidin-4-yl]-5-methyl-1H-pyrrole-2-carboxamide (WO2006087543, 27 mg, 0.09 mol) were added at room temperature. The above reaction mixture was heated at 90° C. for 3 h. The reaction mixture was cooled to room temperature, diluted with wate... Reactants: COC(=O)C1=CSC2=C1N(C=C2)CC2=CC=C(C=C2)C(F)(F)F (4-(4-Trifluoromethyl-benzyl)-4H-thieno[3,2-b]pyrrole-3-carboxylic acid methyl ester), [Li+].[OH-] (LiOH), CO (MeOH), O (water). Run in C1CCOC1 (THF), CC(=O)O (AcOH). Reaction conditions: time 5 hour. Product: FC(C1=CC=C(CN2C3=C(C=C2)SC=C3C(=O)O)C=C1)(F)F (4-(4-Trifluoromethyl-benzyl)-4H-thieno[3,2-b]pyrrole-3-carboxylic acid). Yield: 93.9%. RXN SMILES: C[O:2][C:3]([C:5]1[C:9]2[N:10]([CH2:13][C:14]3[CH:19]=[CH:18][C:17]([C:20]([F:23])([F:22])[F:21])=[CH:16][CH:15]=3)[CH:11]=[CH:12][C:8]=2[S:7][CH:6]=1)=[O:4].CO.O.[Li+].[OH-]>C1COCC1.CC(O)=O>[F:23][C:20]([F:21])([F:22])[C:17]1[CH:18]=[CH:19][C:14]([CH2:13][N:10]2[CH:11]=[CH:12][C:8]3[S:7][CH:6]=[C:5]([C:3]([OH:4])=[O:2])[C:9]2=3)=[CH:15][CH:16]=1 |f:3.4|. Procedure: A mixture of 1.0 g of the product of Step 6 was dissolved in 45 ml THF, 30 ml of MeOH and 15 ml of water, followed by 15 ml of 1N aqueous LiOH solution. After stirring for 5 h at room temperature, 2 ml of AcOH was added and the mixture was extracted with 150 ml of EtOAc. The organic layer was washed with 50 ml of brine and dried over Na2SO4, filtered, and concentrated to give 0.9 g of the title compound as a white solid. Yields the product C(C)OC(C1=CN=C(C=C1Cl)C1=C(C=CC=C1)C(F)(F)F)=O (4-chloro-6-(2-trifluoromethyl-phenyl)-nicotinic acid ethyl ester). Starting materials: C(C)OC(C1=CN=C(C=C1O)C1=C(C=CC=C1)C(F)(F)F)=O (4-Hydroxy-6-(2-trifluoromethyl-phenyl)-nicotinic acid ethyl ester), O=P(Cl)(Cl)Cl (POCl3). Reaction SMILES: [CH2:1]([O:3][C:4](=[O:22])[C:5]1[C:10](O)=[CH:9][C:8]([C:12]2[CH:17]=[CH:16][CH:15]=[CH:14][C:13]=2[C:18]([F:21])([F:20])[F:19])=[N:7][CH:6]=1)[CH3:2].O=P(Cl)(Cl)[Cl:25]>>[CH2:1]([O:3][C:4](=[O:22])[C:5]1[C:10]([Cl:25])=[CH:9][C:8]([C:12]2[CH:17]=[CH:16][CH:15]=[CH:14][C:13]=2[C:18]([F:21])([F:20])[F:19])=[N:7][CH:6]=1)[CH3:2]. Reported procedure: Heat a mixture of 4-Hydroxy-6-(2-trifluoromethyl-phenyl)-nicotinic acid ethyl ester (9.0 g, 0.029 mol) in POCl3 (22 g) at 110° C. for 2 hours. Evaporate the POCl3, and add ice (100 g) followed by careful addition of saturated NaHCO3. Extract with EtOAc, dry (MgSO4), and evaporate to provide 4-chloro-6-(2-trifluoromethyl-phenyl)-nicotinic acid ethyl ester as a brown oil.